From a dataset of the Open Reaction Database (ORD), a public repository of structured organic reaction records. describe an organic reaction: reactants, conditions, products, and yield Starting materials: O (Water), [BH4-].[Na+] (NaBH4), ice, C(N)(=O)C=1N=CN(C1)C(C(=O)OCC)CCC1=CC=CC=C1 (ethyl 2-(4-carbamoyl-1-imidazolyl)-4-phenylbutyrate). Solvent: CO (methanol). Conditions: time 30 minute. Yields the product OCC(CCC1=CC=CC=C1)N1C=NC(=C1)C(=O)N (1-(1-hydroxy-4-phenyl-2-butyl)imidazole-4-carboxamide). Yield: 103.1%. RXN SMILES: [BH4-].[Na+].[C:3]([C:6]1[N:7]=[CH:8][N:9]([CH:11]([CH2:17][CH2:18][C:19]2[CH:24]=[CH:23][CH:22]=[CH:21][CH:20]=2)[C:12](OCC)=[O:13])[CH:10]=1)(=[O:5])[NH2:4].O>CO>[OH:13][CH2:12][CH:11]([N:9]1[CH:10]=[C:6]([C:3]([NH2:4])=[O:5])[N:7]=[CH:8]1)[CH2:17][CH2:18][C:19]1[CH:24]=[CH:23][CH:22]=[CH:21][CH:20]=1 |f:0.1|. Procedure: NaBH4 (491 mg) was added portionwise to an ice cooled solution of ethyl 2-(4-carbamoyl-1-imidazolyl)-4-phenylbutyrate (obtained in Preparation 2) (391 mg) in methanol (20 ml) under an nitrogen atmosphere. After the addition was completed, the reaction mixture was stirred at room temperature for 30 minutes. Water was added, and the resulting mixture was stirred for several minutes and then evaporated under reduced pressure. The residue was partitioned between chloroform and water. The organic lay... RXN SMILES: [CH2:24]1[O:25][CH2:26][CH2:27][O:28][CH2:29]1.[Cl:1][c:2]1[c:3]([CH2:4][c:5]2[s:6][c:7]3[n:8][c:9]([S:17][CH3:18])[n:10][c:11]([O:14][CH2:15][CH3:16])[c:12]3[n:13]2)[c:19]([Cl:23])[cH:20][cH:21][cH:22]1.[ClH:30].[OH2:31]>>[Cl:1][c:2]1[c:3]([CH2:4][c:5]2[s:6][c:7]3[n:8][c:9]([S:17][CH3:18])[n:10][c:11]([OH:14])[c:12]3[n:13]2)[c:19]([Cl:23])[cH:20][cH:21][cH:22]1. The product is CSc1nc(O)c2nc(Cc3c(Cl)cccc3Cl)sc2n1. Reactants: C1COCCO1, CCOc1nc(SC)nc2sc(Cc3c(Cl)cccc3Cl)nc12, Cl, O. The product is CCc1nc2c(cnn2CC)c(NC2CCOCC2)c1CNC(=O)c1ccc(NC(=O)CCCCCCCN(C)CCO)cc1. RXN SMILES: [CH3:82][N:83]([CH3:84])[CH:85]=[O:86].[CH:25]([N:26]([CH2:27][CH3:28])[CH:29]([CH3:30])[CH3:31])([CH3:32])[CH3:33].[CH:34]1([N:35]=[C:36]=[N:37][CH:38]2[CH2:39][CH2:40][CH2:41][CH2:42][CH2:43]2)[CH2:44][CH2:45][CH2:46][CH2:47][CH2:48]1.[NH2:60][CH2:61][c:62]1[c:63]([NH:75][CH:76]2[CH2:77][CH2:78][O:79][CH2:80][CH2:81]2)[c:64]2[c:65]([n:66][c:67]1[CH2:68][CH3:69])[n:70]([CH2:73][CH3:74])[n:71][cH:72]2.[OH2:49].[OH:1][CH2:2][CH2:3][N:4]([CH2:5][CH2:6][CH2:7][CH2:8][CH2:9][CH2:10][CH2:11][C:12](=[O:13])[NH:14][c:15]1[cH:16][cH:17][c:18]([C:19](=[O:20])[OH:21])[cH:22][cH:23]1)[CH3:24].[OH:50][n:51]1[c:52]2[cH:53][cH:54][cH:55][cH:56][c:57]2[n:58][n:59]1>>[OH:1][CH2:2][CH2:3][N:4]([CH2:5][CH2:6][CH2:7][CH2:8][CH2:9][CH2:10][CH2:11][C:12](=[O:13])[NH:14][c:15]1[cH:16][cH:17][c:18]([C:19](=[O:21])[NH:60][CH2:61][c:62]2[c:63]([NH:75][CH:76]3[CH2:77][CH2:78][O:79][CH2:80][CH2:81]3)[c:64]3[c:65]([n:66][c:67]2[CH2:68][CH3:69])[n:70]([CH2:73][CH3:74])[n:71][cH:72]3)[cH:22][cH:23]1)[CH3:24]. The reactants are CN(C)C=O, CCN(C(C)C)C(C)C, C(=NC1CCCCC1)=NC1CCCCC1, CCc1nc2c(cnn2CC)c(NC2CCOCC2)c1CN, O, CN(CCO)CCCCCCCC(=O)Nc1ccc(C(=O)O)cc1, On1nnc2ccccc21.